From a dataset of the Open Reaction Database (ORD), a public repository of structured organic reaction records. describe an organic reaction: reactants, conditions, products, and yield Reactants: CCOCC, O=CN1CCCCC1, O=C(Cl)Cl. The product is [Cl-], ClC=[N+]1CCCCC1. Reaction SMILES: [CH3:13][CH2:14][O:15][CH2:16][CH3:17].[CH:1](=[O:2])[N:3]1[CH2:4][CH2:5][CH2:6][CH2:7][CH2:8]1.[Cl:9][C:10]([Cl:11])=[O:12]>>[Cl-:9].[N+:3]1(=[CH:10][Cl:11])[CH2:4][CH2:5][CH2:6][CH2:7][CH2:8]1.